From a dataset of the Open Reaction Database (ORD), a public repository of structured organic reaction records. describe an organic reaction: reactants, conditions, products, and yield Reactants: N#Cc1ccc(N2C(=O)C3(CCC3)N(c3ccc(CC(=O)O)cc3)C2=S)cc1C(F)(F)F, C1CCOC1, CN, O=S(Cl)Cl. Yields the product CNC(=O)Cc1ccc(N2C(=S)N(c3ccc(C#N)c(C(F)(F)F)c3)C(=O)C23CCC3)cc1. RXN SMILES: [C:5](#[N:6])[c:7]1[c:8]([C:33]([F:34])([F:35])[F:36])[cH:9][c:10]([N:13]2[C:14](=[S:32])[N:15]([c:22]3[cH:23][cH:24][c:25]([CH2:28][C:29](=[O:30])[OH:31])[cH:26][cH:27]3)[C:16]3([CH2:17][CH2:18][CH2:19]3)[C:20]2=[O:21])[cH:11][cH:12]1.[CH2:39]1[O:40][CH2:41][CH2:42][CH2:43]1.[CH3:37][NH2:38].[S:1]([Cl:2])([Cl:3])=[O:4]>>[C:5](#[N:6])[c:7]1[c:8]([C:33]([F:34])([F:35])[F:36])[cH:9][c:10]([N:13]2[C:14](=[S:32])[N:15]([c:22]3[cH:23][cH:24][c:25]([CH2:28][C:29](=[O:31])[NH:38][CH3:37])[cH:26][cH:27]3)[C:16]3([CH2:17][CH2:18][CH2:19]3)[C:20]2=[O:21])[cH:11][cH:12]1. Reactants: CC(C)(CC=CC(=O)O)NC(=O)OC(C)(C)C, ClCCl, CCN=C=NCCCN(C)C, CCN(C(C)C)C(C)C, On1nnc2cccnc21, CNC(=O)C(Cc1ccccc1)N(C)C(=O)C(Cc1csc2ccccc12)NC. The product is CNC(=O)C(Cc1ccccc1)N(C)C(=O)C(Cc1csc2ccccc12)N(C)C(=O)C=CCC(C)(C)NC(=O)OC(C)(C)C. As a reaction SMILES: [C:1]([CH3:2])([CH3:3])([CH3:4])[O:5][C:6](=[O:7])[NH:8][C:9]([CH2:10][CH:11]=[CH:12][C:13](=[O:14])[OH:15])([CH3:16])[CH3:17].[CH2:77]([Cl:78])[Cl:79].[CH3:28][N:29]([CH3:30])[CH2:31][CH2:32][CH2:33][N:34]=[C:35]=[N:36][CH2:37][CH3:38].[CH:68]([N:69]([CH:70]([CH3:71])[CH3:72])[CH2:73][CH3:74])([CH3:75])[CH3:76].[OH:18][n:19]1[c:20]2[n:21][cH:22][cH:23][cH:24][c:25]2[n:26][n:27]1.[s:39]1[c:40]2[c:41]([c:42]([CH2:44][CH:45]([C:46](=[O:47])[N:48]([CH:49]([CH2:50][c:51]3[cH:52][cH:53][cH:54][cH:55][cH:56]3)[C:57]([NH:58][CH3:59])=[O:60])[CH3:61])[NH:62][CH3:63])[cH:43]1)[cH:64][cH:65][cH:66][cH:67]2>>[C:1]([CH3:2])([CH3:3])([CH3:4])[O:5][C:6](=[O:7])[NH:8][C:9]([CH2:10][CH:11]=[CH:12][C:13](=[O:15])[N:62]([CH:45]([CH2:44][c:42]1[c:41]2[c:40]([s:39][cH:43]1)[cH:67][cH:66][cH:65][cH:64]2)[C:46](=[O:47])[N:48]([CH:49]([CH2:50][c:51]1[cH:52][cH:53][cH:54][cH:55][cH:56]1)[C:57]([NH:58][CH3:59])=[O:60])[CH3:61])[CH3:63])([CH3:16])[CH3:17]. Reactants: N1CCCC1 (Pyrrolidine), C(=O)NNC1(CC=CC=C1)N=C=S (1-(2-formylhydrazino)phenyl isothiocyanate), C(=O)NNC1=CC=C(C=C1)NC(=S)N(CC1=CC=CC=C1)CC1=CC=CC=C1 (1-[4-(2-formylhydrazino)phenyl]-3,3-dibenzylthiourea). The product is C(=O)NNC1=CC=C(C=C1)NC(=S)N1CCCC1 (1-[4-(2-formylhydrazino)phenylthiocarbamoyl]pyrrolidine). RXN SMILES: N1CCCC1.C(NNC1(N=C=S)C=CC=CC1)=O.[CH:19]([NH:21][NH:22][C:23]1[CH:28]=[CH:27][C:26]([NH:29][C:30]([N:32]([CH2:40][C:41]2[CH:46]=[CH:45]C=CC=2)CC2C=CC=CC=2)=[S:31])=[CH:25][CH:24]=1)=[O:20]>>[CH:19]([NH:21][NH:22][C:23]1[CH:24]=[CH:25][C:26]([NH:29][C:30]([N:32]2[CH2:40][CH2:41][CH2:46][CH2:45]2)=[S:31])=[CH:27][CH:28]=1)=[O:20]. Procedure details: Pyrrolidine (0.071 g, 0.001 mole) and 1-(2-formylhydrazino)phenyl isothiocyanate (0.19 g, 0.001 mole) were reacted according to the procedure described for NA-11 in Example 3. Yield 0.15 g (58 percent), m.p. 199°-201° C. The reactants are ClC=1C=CC=2C3=C(N(C2C1)CC(C)(O)C1=CC=NC=C1)CCN(C3)C (1-(7-Chloro-2-methyl-3,4-dihydro-1H-pyrido[4,3-b]indol-5(2H)-yl)-2-(pyridin-4-yl)propan-2-ol), [OH-].[K+] (KOH). The solvent is O=S(Cl)Cl (SOCl2), O (water). Reaction conditions: temperature 100 celsius. The product is ClC=1C=CC=2C3=C(N(C2C1)\C=C(/C)\C1=CC=NC=C1)CCN(C3)C ((E)-7-chloro-2-methyl-5-(2-(pyridin-4-yl)prop-1-enyl)-2,3,4,5-tetrahydro-1H-pyrido[4,3-b]indole). RXN SMILES: [Cl:1][C:2]1[CH:3]=[CH:4][C:5]2[C:6]3[CH2:24][N:23]([CH3:25])[CH2:22][CH2:21][C:7]=3[N:8]([CH2:11][C:12]([C:15]3[CH:20]=[CH:19][N:18]=[CH:17][CH:16]=3)(O)[CH3:13])[C:9]=2[CH:10]=1.[OH-].[K+]>O=S(Cl)Cl.O>[Cl:1][C:2]1[CH:3]=[CH:4][C:5]2[C:6]3[CH2:24][N:23]([CH3:25])[CH2:22][CH2:21][C:7]=3[N:8](/[CH:11]=[C:12](/[C:15]3[CH:20]=[CH:19][N:18]=[CH:17][CH:16]=3)\[CH3:13])[C:9]=2[CH:10]=1 |f:1.2|. Reported procedure: 1-(7-Chloro-2-methyl-3,4-dihydro-1H-pyrido[4,3-b]indol-5(2H)-yl)-2-(pyridin-4-yl)propan-2-ol (1 g, 2.8 mmol) in SOCl2 (10 mL) was stirred RT for 2 h. The reaction mixture was concentrated under reduced pressure. The residue was dissolved in N-methyl-2-pyrrolidone (6 mL), KOH (1.5 g, 28 mmol) was added and heated at 100° C. for 2 h. The reaction mixture was cooled to RT, diluted with water and extracted with EtOAc. The organic layer was washed with water and concentrated and purified by silica ge... The reactants are BrC=1C=2C3C(N(C2C=CC1)C(=O)OC(C)(C)C)CCN(CC3)C(=O)OC(C)(C)C (di(tert-butyl) 10-bromo-1,2,4,5,5a,10b-hexahydroazepino[4,5-b]indole-3,6-dicarboxylate), P(=O)([O-])([O-])[O-].[K+].[K+].[K+] (potassium phosphate), S1C(=CC2=C1C=CC=C2)B(O)O (benzothiophene-2-boronic acid), N#N (N2). The reagents and catalysts are C=1C=CC(=CC1)[P](C=2C=CC=CC2)(C=3C=CC=CC3)[Pd]([P](C=4C=CC=CC4)(C=5C=CC=CC5)C=6C=CC=CC6)([P](C=7C=CC=CC7)(C=8C=CC=CC8)C=9C=CC=CC9)[P](C=1C=CC=CC1)(C=1C=CC=CC1)C=1C=CC=CC1 (tetrakis(triphenylphosphine)palladium). Solvent: CN(C)C=O (DMF). Run at temperature 80 celsius. Product: S1C(=CC2=C1C=CC=C2)C=2C=1[C@H]3[C@@H](NC1C=CC2)CCNCC3 ((5aS*,10bS*)-10-(1-benzothien-2-yl)-1,2,3,4,5,5a,6,10b-octahydroazepino[4,5-b]indole). Yield: 58.3%. As a reaction SMILES: Br[C:2]1[C:3]2[CH:4]3[CH2:22][CH2:21][N:20](C(OC(C)(C)C)=O)[CH2:19][CH2:18][CH:5]3[N:6](C(OC(C)(C)C)=O)[C:7]=2[CH:8]=[CH:9][CH:10]=1.P([O-])([O-])([O-])=O.[K+].[K+].[K+].[S:38]1[C:42]2[CH:43]=[CH:44][CH:45]=[CH:46][C:41]=2[CH:40]=[C:39]1B(O)O.N#N>C1C=CC([P]([Pd]([P](C2C=CC=CC=2)(C2C=CC=CC=2)C2C=CC=CC=2)([P](C2C=CC=CC=2)(C2C=CC=CC=2)C2C=CC=CC=2)[P](C2C=CC=CC=2)(C2C=CC=CC=2)C2C=CC=CC=2)(C2C=CC=CC=2)C2C=CC=CC=2)=CC=1.CN(C=O)C>[S:38]1[C:42]2[CH:43]=[CH:44][CH:45]=[CH:46][C:41]=2[CH:40]=[C:39]1[C:2]1[C:3]2[C@@H:4]3[CH2:22][CH2:21][NH:20][CH2:19][CH2:18][C@@H:5]3[NH:6][C:7]=2[CH:8]=[CH:9][CH:10]=1 |f:1.2.3.4,^1:55,57,76,95|. Procedure details: A 30-mL shaker vial was charged with di(tert-butyl) 10-bromo-1,2,4,5,5a,10b-hexahydroazepino[4,5-b]indole-3,6-dicarboxylate (0.10 g, 0.214 mmol), potassium phosphate (0.068 g, 0.32 mmol), benzothiophene-2-boronic acid (0.114 g, 0.642 mmol), and DMF (2 mL). The vial was purged with N2, and tetrakis(triphenylphosphine)palladium (0.025 g, 0.02 mmol) was added and the mixture was agitated at 250 RPM with heating at 80° C. overnight. The mixture was filtered through Celite, washing with MeOH (3-5 mL)... Starting materials: [N-]=[N+]=[N-] (azide), N(=[N+]=[N-])C(C)(C)C1=CC(=C(C=C1)Cl)C (4-(1-Azido-1-methyl-ethyl)-1-chloro-2-methyl-benzene). Reagents/catalysts: O.[Pt](=O)=O (platinum dioxide hydrate). The solvent is CO (MeOH). Yields the product ClC1=C(C=C(C=C1)C(C)(C)N)C (1-(4-Chloro-3-methyl-phenyl)-1-methyl-ethylamine). Reaction SMILES: [N-]=[N+]=[N-].[N:4]([C:7]([C:10]1[CH:15]=[CH:14][C:13]([Cl:16])=[C:12]([CH3:17])[CH:11]=1)([CH3:9])[CH3:8])=[N+]=[N-]>CO.O.[Pt](=O)=O>[Cl:16][C:13]1[CH:14]=[CH:15][C:10]([C:7]([NH2:4])([CH3:8])[CH3:9])=[CH:11][C:12]=1[CH3:17] |f:3.4|. Procedure details: A solution of azide INT 21 (4.58 g, 21.84 mmol) in MeOH (100 mL) was hydrogenated at room temperature under atmospheric pressure for 6 hours in the presence of platinum dioxide hydrate (268 mg, 1.1 mmol). The mixture was filtered through Celite and concentrated. The crude was used without further purification. Starting materials: N (ammonia), ClC1=C(C=CC(=C1)Cl)C1=NNC(=C1)O (3-(2,4-dichlorophenyl)-5-hydroxy-1H-pyrazole), S(=O)(=O)(OC)OC (dimethyl sulfate), C([O-])([O-])=O.[K+].[K+] (potassium carbonate), Cl (hydrochloric acid). Solvent: C1(=CC=CC=C1)C (toluene). Run at time 8 hour. Product: ClC1=C(C=CC(=C1)Cl)C1=NN(C(=C1)O)C (3-(2,4-dichlorophenyl)-5-hydroxy-1-methyl-1H-pyrazole). The yield is 67.2%. RXN SMILES: [Cl:1][C:2]1[CH:7]=[C:6]([Cl:8])[CH:5]=[CH:4][C:3]=1[C:9]1[CH:13]=[C:12]([OH:14])[NH:11][N:10]=1.S(OC)(O[CH3:19])(=O)=O.C(=O)([O-])[O-].[K+].[K+].N.Cl>C1(C)C=CC=CC=1>[Cl:1][C:2]1[CH:7]=[C:6]([Cl:8])[CH:5]=[CH:4][C:3]=1[C:9]1[CH:13]=[C:12]([OH:14])[N:11]([CH3:19])[N:10]=1 |f:2.3.4|. Procedure: 30 g of 3-(2,4-dichlorophenyl)-5-hydroxy-1H-pyrazole from Example 3.1 were initially charged in 750 ml of toluene. 23.1 g of dimethyl sulfate and 7.5 g of potassium carbonate were added, and the mixture was heated at reflux for 2 h. After cooling to room temperature, the mixture was made alkaline using ammonia and stirred overnight. The mixture was acidified by addition of hydrochloric acid (pH about 1) and cooled to room temperature, and the precipitated solid was filtered off. Drying gave 21.4... The reactants are NC1(CCC1)C1=CC=C(C=C1)C1=C(OC2=CC=C(C=C2C1=O)F)C1=CC=CC=C1 (3-[4-(1-amino-cyclobutyl)-phenyl]-6-fluoro-2-phenyl-chromen-4-one), C(C)(C)(C)OC(NC1(CCC1)C1=CC=C(C=C1)C1=C(OC2=CC(=C(C=C2C1=O)OC)C(N)=O)C1=CC=CC=C1)=O ({1-[4-(7-carbamoyl-6-methoxy-4-oxo-2-phenyl-4H-chromen-3-yl)-phenyl]-cyclobutyl}-carbamic acid tert-butyl ester). Product: NC1(CCC1)C1=CC=C(C=C1)C1=C(OC2=CC(=C(C=C2C1=O)OC)C(=O)N)C1=CC=CC=C1 (3-[4-(1-Amino-cyclobutyl)-phenyl]-6-methoxy-4-oxo-2-phenyl-4H-chromene-7-carboxylic acid amide). The yield is 93.0%. RXN SMILES: NC1(C2C=CC(C3C(=O)C4C(=CC=C(F)C=4)OC=3C3C=CC=CC=3)=CC=2)CCC1.C(OC(=O)[NH:36][C:37]1([C:41]2[CH:46]=[CH:45][C:44]([C:47]3[C:56](=[O:57])[C:55]4[C:50](=[CH:51][C:52]([C:60](=[O:62])[NH2:61])=[C:53]([O:58][CH3:59])[CH:54]=4)[O:49][C:48]=3[C:63]3[CH:68]=[CH:67][CH:66]=[CH:65][CH:64]=3)=[CH:43][CH:42]=2)[CH2:40][CH2:39][CH2:38]1)(C)(C)C>>[NH2:36][C:37]1([C:41]2[CH:42]=[CH:43][C:44]([C:47]3[C:56](=[O:57])[C:55]4[C:50](=[CH:51][C:52]([C:60]([NH2:61])=[O:62])=[C:53]([O:58][CH3:59])[CH:54]=4)[O:49][C:48]=3[C:63]3[CH:64]=[CH:65][CH:66]=[CH:67][CH:68]=3)=[CH:45][CH:46]=2)[CH2:38][CH2:39][CH2:40]1. Procedure: Following the procedure used to prepare 3-[4-(1-amino-cyclobutyl)-phenyl]-6-fluoro-2-phenyl-chromen-4-one, {1-[4-(7-carbamoyl-6-methoxy-4-oxo-2-phenyl-4H-chromen-3-yl)-phenyl]-cyclobutyl}-carbamic acid tert-butyl ester was reacted to give the title compound as a pale yellow solid (17 mg, 93%). 1H NMR (400 MHz, DMSO-d6): δ 7.99 (s, 1H), 7.91-7.88 (br s, 1H), 7.85-7.81 (br s, 1H), 7.59 (s, 1H), 7.45-7.31 (m, 7H), 7.16-7.11 (m, 2H), 3.98 (s, 3H), 2.41-2.33 (m, 2H), 2.13-2.04 (m, 2H), 2.04-1.94 (m, ... RXN SMILES: [Br:1][c:2]1[c:3]2[cH:4][cH:5][nH:6][c:7]2[cH:8][cH:9][cH:10]1.[C:29](=[O:30])([O-:31])[O-:32].[CH3:11][O:12][c:13]1[cH:14][c:15]([B:21]([OH:22])[OH:23])[cH:16][cH:17][c:18]1[O:19][CH3:20].[K+:33].[K+:34].[O:24]1[CH2:25][CH2:26][CH2:27][CH2:28]1.[OH2:35].[cH:36]1[cH:37][cH:38][c:39]([P:40]([Pd:41]([P:42]([c:43]2[cH:44][cH:45][cH:46][cH:47][cH:48]2)([c:49]2[cH:50][cH:51][cH:52][cH:53][cH:54]2)[c:55]2[cH:56][cH:57][cH:58][cH:59][cH:60]2)([P:61]([c:62]2[cH:63][cH:64][cH:65][cH:66][cH:67]2)([c:68]2[cH:69][cH:70][cH:71][cH:72][cH:73]2)[c:74]2[cH:75][cH:76][cH:77][cH:78][cH:79]2)[P:80]([c:81]2[cH:82][cH:83][cH:84][cH:85][cH:86]2)([c:87]2[cH:88][cH:89][cH:90][cH:91][cH:92]2)[c:93]2[cH:94][cH:95][cH:96][cH:97][cH:98]2)([c:99]2[cH:100][cH:101][cH:102][cH:103][cH:104]2)[c:105]2[cH:106][cH:107][cH:108][cH:109][cH:110]2)[cH:111][cH:112]1>>[c:2]1(-[c:15]2[cH:14][c:13]([O:12][CH3:11])[c:18]([O:19][CH3:20])[cH:17][cH:16]2)[c:3]2[cH:4][cH:5][nH:6][c:7]2[cH:8][cH:9][cH:10]1. Reactants: Brc1cccc2[nH]ccc12, O=C([O-])[O-], COc1ccc(B(O)O)cc1OC, [K+], [K+], C1CCOC1, O, c1ccc(P(c2ccccc2)(c2ccccc2)[Pd](P(c2ccccc2)(c2ccccc2)c2ccccc2)(P(c2ccccc2)(c2ccccc2)c2ccccc2)P(c2ccccc2)(c2ccccc2)c2ccccc2)cc1. Yields the product COc1ccc(-c2cccc3[nH]ccc23)cc1OC. Reactants: C(C#C)NC(=O)C=1N=CN2C1[C@H]1N(C(C3=C2C=CC=C3Cl)=O)CC1 ((S)-8-chloro-9-oxo-12,12a-dihydro-9H,11H-azeto[2,1-c]imidazo[1,5-a][1,4]benzodiazepine-1-carboxylic acid prop-2-ynylamide), IN1C(CCC1=O)=O (N-iodosuccinimide), C(CC)NCCC (dipropylamine). The solvent is C(C)(=O)O (acetic acid). Run at time 24 hour. Product: ClC1=CC=CC2=C1C(N1[C@H](C=3N2C=NC3C=3OC(=CN3)CN(CCC)CCC)CC1)=O ((S)-8-chloro-1-(5-dipropylaminomethyl-oxazol-2-yl)-12,12a-dihydro-9H,11H-azeto[2,1-c]imidazo[1,5-a][1,4]benzodiazepin-9-one). The yield is 27.6%. RXN SMILES: [CH2:1]([NH:4][C:5]([C:7]1[N:8]=[CH:9][N:10]2[C:16]3[CH:17]=[CH:18][CH:19]=[C:20]([Cl:21])[C:15]=3[C:14](=[O:22])[N:13]3[CH2:23][CH2:24][C@H:12]3[C:11]=12)=[O:6])[C:2]#[CH:3].IN1C(=O)CCC1=O.[CH2:33]([NH:36][CH2:37][CH2:38][CH3:39])[CH2:34][CH3:35]>C(O)(=O)C>[Cl:21][C:20]1[C:15]2[C:14](=[O:22])[N:13]3[CH2:23][CH2:24][C@H:12]3[C:11]3[N:10]([CH:9]=[N:8][C:7]=3[C:5]3[O:6][C:2]([CH2:3][N:36]([CH2:37][CH2:38][CH3:39])[CH2:33][CH2:34][CH3:35])=[CH:1][N:4]=3)[C:16]=2[CH:17]=[CH:18][CH:19]=1. Procedure details: A solution of 3.30 g (0.0098 mol) of (S)-8-chloro-9-oxo-12,12a-dihydro-9H,11H-azeto[2,1-c]imidazo[1,5-a][1,4]benzodiazepine-1-carboxylic acid prop-2-ynylamide in 60 mi of acetic acid was treated with 3.30 g (0.0147 mol) of N-iodosuccinimide while gassing with argon. After stirring at room temperature for 24 hrs. the dark brown suspension obtained was completely freed from the solvents and dried azeotropically several times with toluene. The dark viscous residue was dissolved in 60 ml of THF, tre...